From a dataset of the Open Reaction Database (ORD), a public repository of structured organic reaction records. describe an organic reaction: reactants, conditions, products, and yield The reactants are CCN(C(C)C)C(C)C, COc1cc2ncnc(Nc3cccc(Cl)c3F)c2cc1CCl, Cl, CNC1(C(N)=O)CCN(C(=O)OC(C)(C)C)CC1, CN(C)C=O. The product is COc1cc2ncnc(Nc3cccc(Cl)c3F)c2cc1CN(C)C1(C(N)=O)CCN(C(=O)OC(C)(C)C)CC1. Reaction SMILES: [CH:43]([N:44]([CH2:45][CH3:46])[CH:47]([CH3:48])[CH3:49])([CH3:50])[CH3:51].[Cl:2][c:3]1[c:4]([F:24])[c:5]([NH:9][c:10]2[n:11][cH:12][n:13][c:14]3[cH:15][c:16]([O:22][CH3:23])[c:17]([CH2:20][Cl:21])[cH:18][c:19]23)[cH:6][cH:7][cH:8]1.[ClH:1].[NH2:25][C:26](=[O:27])[C:28]1([NH:41][CH3:42])[CH2:29][CH2:30][N:31]([C:34](=[O:35])[O:36][C:37]([CH3:38])([CH3:39])[CH3:40])[CH2:32][CH2:33]1.[O:52]=[CH:53][N:54]([CH3:55])[CH3:56]>>[Cl:2][c:3]1[c:4]([F:24])[c:5]([NH:9][c:10]2[n:11][cH:12][n:13][c:14]3[cH:15][c:16]([O:22][CH3:23])[c:17]([CH2:20][N:41]([C:28]4([C:26]([NH2:25])=[O:27])[CH2:29][CH2:30][N:31]([C:34](=[O:35])[O:36][C:37]([CH3:38])([CH3:39])[CH3:40])[CH2:32][CH2:33]4)[CH3:42])[cH:18][c:19]23)[cH:6][cH:7][cH:8]1. Starting materials: COC(=O)C1=NC2=COC3=C(N2C1C(=O)O)C=CC=C3 (2-methoxycarbonyl-imidazo-[2,1-c][1,4]-benzoxazine-1-carboxylic acid). Run in C(Cl)(Cl)Cl (chloroform). Product: C1=C(N=C2COC3=C(N21)C=CC=C3)C(=O)OC (methyl 4H-imidazo-[2,1-c][1,4]-benzoxazine-2-carboxylate). Isolated yield 83.0%. As a reaction SMILES: [CH3:1][O:2][C:3]([C:5]1[CH:13](C(O)=O)[N:12]2[C:7](=[CH:8][O:9][C:10]3[CH:20]=[CH:19][CH:18]=[CH:17][C:11]=32)[N:6]=1)=[O:4]>C(Cl)(Cl)Cl>[CH:13]1[N:12]2[C:7]([CH2:8][O:9][C:10]3[CH:20]=[CH:19][CH:18]=[CH:17][C:11]=32)=[N:6][C:5]=1[C:3]([O:2][CH3:1])=[O:4]. Procedure: 20 g (0.073 mole) of the 4H-2-methoxycarbonyl-imidazo-[2,1-c][1,4]-benzoxazine-1-carboxylic acid obtained in Step D were added to a flask provided with a magnetic stirrer and the flask was placed in an oil bath at 175°-80° C. Stirring was continued for about twenty minutes until effervescence ceased and the decarboxylated product thus formed was then dissolved in chloroform and the solution obtained was passed down a short silica column to remove any remaining low Rf impurities. The combined fra... Starting materials: C(C)N1C=C(C(C2=CC(=C(N=C12)O)F)=O)C(=O)O (1-ethyl-6-fluoro-7-hydroxy-1,4-dihydro-4-oxo-1,8-naphthyridine-3-carboxylic acid), P(=O)(Cl)(Cl)Cl (phosphoryl chloride). Product: ClC1=C(C=C2C(C(=CN(C2=N1)CC)C(=O)O)=O)F (7-chloro-1-ethyl-6-fluoro-1,4-dihydro-4-oxo-1,8-naphthyridine-3-carboxylic acid). Reaction SMILES: [CH2:1]([N:3]1[C:12]2[C:7](=[CH:8][C:9]([F:14])=[C:10](O)[N:11]=2)[C:6](=[O:15])[C:5]([C:16]([OH:18])=[O:17])=[CH:4]1)[CH3:2].P(Cl)(Cl)([Cl:21])=O>>[Cl:21][C:10]1[N:11]=[C:12]2[C:7]([C:6](=[O:15])[C:5]([C:16]([OH:18])=[O:17])=[CH:4][N:3]2[CH2:1][CH3:2])=[CH:8][C:9]=1[F:14]. Procedure details: A mixture containing 16 g of 1-ethyl-6-fluoro-7-hydroxy-1,4-dihydro-4-oxo-1,8-naphthyridine-3-carboxylic acid and 160 ml of phosphoryl chloride was heated under reflux for 20 minutes with stirring. After evaporation of excess phosphoryl chloride under reduced pressure, the residue was triturated with ice-water and the mixture was stirred for 20 minutes. The resulting precipitate was collected by filtration, washed with water, dried, and recrystallized from acetonitrile to give 14 g of 7-chloro-1... Reactants: ClC1=CC=C(C=C1)C=1C=CC(=NC1)C#CC(=O)O ([5-(4-chlorophenyl)pyridin-2-yl]propynoic acid), N1(CCCCC1)CC1=CC=C(C=C1)N (4-piperidin-1-ylmethylphenylamine), ClCCl.CO.N (dichloromethane methanol ammonia). The product is N1(CCCCC1)CC1=CC=C(C=C1)NC(C#CC1=NC=C(C=C1)C1=CC=C(C=C1)Cl)=O (3-[5-(4-chlorophenyl)pyridin-2-yl]propynoic acid-(4-piperidin-1-ylmethylphenyl)amide). As a reaction SMILES: [Cl:1][C:2]1[CH:7]=[CH:6][C:5]([C:8]2[CH:9]=[CH:10][C:11]([C:14]#[C:15][C:16]([OH:18])=O)=[N:12][CH:13]=2)=[CH:4][CH:3]=1.[N:19]1([CH2:25][C:26]2[CH:31]=[CH:30][C:29]([NH2:32])=[CH:28][CH:27]=2)[CH2:24][CH2:23][CH2:22][CH2:21][CH2:20]1.ClCCl.CO.N>>[N:19]1([CH2:25][C:26]2[CH:27]=[CH:28][C:29]([NH:32][C:16](=[O:18])[C:15]#[C:14][C:11]3[CH:10]=[CH:9][C:8]([C:5]4[CH:4]=[CH:3][C:2]([Cl:1])=[CH:7][CH:6]=4)=[CH:13][N:12]=3)=[CH:30][CH:31]=2)[CH2:24][CH2:23][CH2:22][CH2:21][CH2:20]1 |f:2.3.4|. Procedure: Prepared analogously to Example 2.3.f. from [5-(4-chlorophenyl)pyridin-2-yl]propynoic acid and 4-piperidin-1-ylmethylphenylamine. Yield: 0.2 g (48% of theory); C26H24ClN3O (M=429.95); calc.: molecular ion peak (M+H)+: 430/432; found: molecular ion peak (M+H)+: 430/432; Rf value: 0.4 (silica gel, dichloromethane/methanol/ammonia (90:10:0.1)). Reaction SMILES: [BrH:32].[C:1]([CH3:2])([CH3:3])([CH3:4])[c:5]1[cH:6][c:7]([CH2:8][CH:9]2[N:10]([C:21]([O:22][CH3:23])=[O:24])[CH2:11][CH2:12][CH:13]([c:15]3[cH:16][c:17](=[O:20])[nH:18][o:19]3)[CH2:14]2)[cH:25][c:26]([C:28]([CH3:29])([CH3:30])[CH3:31])[cH:27]1>>[C:1]([CH3:2])([CH3:3])([CH3:4])[c:5]1[cH:6][c:7]([CH2:8][CH:9]2[NH:10][CH2:11][CH2:12][CH:13]([c:15]3[cH:16][c:17](=[O:20])[nH:18][o:19]3)[CH2:14]2)[cH:25][c:26]([C:28]([CH3:29])([CH3:30])[CH3:31])[cH:27]1. Yields the product CC(C)(C)c1cc(CC2CC(c3cc(=O)[nH]o3)CCN2)cc(C(C)(C)C)c1. Starting materials: Br, COC(=O)N1CCC(c2cc(=O)[nH]o2)CC1Cc1cc(C(C)(C)C)cc(C(C)(C)C)c1. Reactants: N(=NC(=O)N1CCCCC1)C(=O)N1CCCCC1 (1,1′-(azodicarbonyl)dipiperidine), CC1=C(N=C(O1)C1=CC=CC=C1)COC=1C=C(C=CC1)CO ([3-[(5-methyl-2-phenyl-4-oxazolyl)methoxy]phenyl]methanol), OC=1C=NC=C(C(=O)OC)C1 (methyl 5-hydroxynicotinate), C(CCC)P(CCCC)CCCC (tributylphosphine). Solvent: O1CCCC1 (tetrahydrofuran). Run at time 15 hour. Yields the product CC1=C(N=C(O1)C1=CC=CC=C1)COC=1C=C(COC=2C=NC=C(C(=O)OC)C2)C=CC1 (methyl 5-[3-[(5-methyl-2-phenyl-4-oxazolyl)methoxy]benzyloxy]nicotinate). Yield: 79.0%. As a reaction SMILES: [CH3:1][C:2]1[O:6][C:5]([C:7]2[CH:12]=[CH:11][CH:10]=[CH:9][CH:8]=2)=[N:4][C:3]=1[CH2:13][O:14][C:15]1[CH:16]=[C:17]([CH2:21][OH:22])[CH:18]=[CH:19][CH:20]=1.O[C:24]1[CH:25]=[N:26][CH:27]=[C:28]([CH:33]=1)[C:29]([O:31][CH3:32])=[O:30].C(P(CCCC)CCCC)CCC.N(C(N1CCCCC1)=O)=NC(N1CCCCC1)=O>O1CCCC1>[CH3:1][C:2]1[O:6][C:5]([C:7]2[CH:8]=[CH:9][CH:10]=[CH:11][CH:12]=2)=[N:4][C:3]=1[CH2:13][O:14][C:15]1[CH:16]=[C:17]([CH:18]=[CH:19][CH:20]=1)[CH2:21][O:22][C:24]1[CH:25]=[N:26][CH:27]=[C:28]([CH:33]=1)[C:29]([O:31][CH3:32])=[O:30]. Procedure details: To a mixture of [3-[(5-methyl-2-phenyl-4-oxazolyl)methoxy]phenyl]methanol (1.92 g), methyl 5-hydroxynicotinate (1.0 g), tributylphosphine (1.98 g) and tetrahydrofuran (100 mL) was added 1,1′-(azodicarbonyl)dipiperidine (2.47 g) at room temperature and the mixture was stirred for 15 hrs. The precipitated crystals were removed by filtration. The filtrate was concentrated and the residue was subjected to silica gel column chromatography to give crystals (2.21 g, 79%) of methyl 5-[3-[(5-methyl-2-phe... The reactants are [Al+3], CCOC(=O)c1cn(Cc2ccccc2)nc1OCc1ccc(OCc2nc(-c3ccccc3)oc2C)cc1, CCOC(C)=O, [H-], [H-], [H-], [H-], [Li+], [Na+], [Na+], C1CCOC1, O, O, O, O, O, O, O, O, O, O, O=S(=O)([O-])[O-]. Yields the product Cc1oc(-c2ccccc2)nc1COc1ccc(COc2nn(Cc3ccccc3)cc2CO)cc1. RXN SMILES: [Al+3:41].[CH2:1]([c:2]1[cH:3][cH:4][cH:5][cH:6][cH:7]1)[n:8]1[n:9][c:10]([O:18][CH2:19][c:20]2[cH:21][cH:22][c:23]([O:26][CH2:27][c:28]3[n:29][c:30](-[c:34]4[cH:35][cH:36][cH:37][cH:38][cH:39]4)[o:31][c:32]3[CH3:33])[cH:24][cH:25]2)[c:11]([C:13](=[O:14])[O:15][CH2:16][CH3:17])[cH:12]1.[CH3:68][CH2:69][O:70][C:71](=[O:72])[CH3:73].[H-:40].[H-:43].[H-:44].[H-:45].[Li+:42].[Na+:61].[Na+:62].[O:63]1[CH2:64][CH2:65][CH2:66][CH2:67]1.[OH2:46].[OH2:47].[OH2:48].[OH2:49].[OH2:50].[OH2:51].[OH2:52].[OH2:53].[OH2:54].[OH2:55].[S:56]([O-:57])([O-:58])(=[O:59])=[O:60]>>[CH2:1]([c:2]1[cH:3][cH:4][cH:5][cH:6][cH:7]1)[n:8]1[n:9][c:10]([O:18][CH2:19][c:20]2[cH:21][cH:22][c:23]([O:26][CH2:27][c:28]3[n:29][c:30](-[c:34]4[cH:35][cH:36][cH:37][cH:38][cH:39]4)[o:31][c:32]3[CH3:33])[cH:24][cH:25]2)[c:11]([CH2:13][OH:14])[cH:12]1. Reactants: Cc1ccccc1, CC1(c2ccccc2)CCC(=O)CC1(O)C(=O)O, Cc1ccc(S(=O)(=O)O)cc1. Product: CC1(c2ccccc2)CCC(=O)C=C1C(=O)O. As a reaction SMILES: [CH3:30][c:31]1[cH:32][cH:33][cH:34][cH:35][cH:36]1.[OH:1][C:2]1([C:16](=[O:17])[OH:18])[C:3]([c:9]2[cH:10][cH:11][cH:12][cH:13][cH:14]2)([CH3:15])[CH2:4][CH2:5][C:6](=[O:8])[CH2:7]1.[c:19]1([CH3:20])[cH:21][cH:22][c:23]([S:24]([OH:25])(=[O:26])=[O:27])[cH:28][cH:29]1>>[C:2]1([C:16](=[O:17])[OH:18])=[CH:7][C:6](=[O:8])[CH2:5][CH2:4][C:3]1([c:9]1[cH:10][cH:11][cH:12][cH:13][cH:14]1)[CH3:15].